Dataset: the Open Reaction Database (ORD), a public repository of structured organic reaction records. Task: describe an organic reaction: reactants, conditions, products, and yield Reactants: [BH4-], Cn1cc(-c2cccc(-n3ncc4cc(C(C)(C)C)ccc4c3=O)c2C=O)cc(Nc2ccc(C(=O)N3CCOCC3)cn2)c1=O, CO, ClCCl, [Na+]. Product: Cn1cc(-c2cccc(-n3ncc4cc(C(C)(C)C)ccc4c3=O)c2CO)cc(Nc2ccc(C(=O)N3CCOCC3)cn2)c1=O. As a reaction SMILES: [BH4-:50].[C:1]([CH3:2])([CH3:3])([CH3:4])[c:5]1[cH:6][c:7]2[cH:8][n:9][n:10](-[c:16]3[c:17]([CH:18]=[O:19])[c:20](-[c:24]4[cH:25][n:26]([CH3:46])[c:27](=[O:45])[c:28]([NH:30][c:31]5[n:32][cH:33][c:34]([C:37](=[O:38])[N:39]6[CH2:40][CH2:41][O:42][CH2:43][CH2:44]6)[cH:35][cH:36]5)[cH:29]4)[cH:21][cH:22][cH:23]3)[c:11](=[O:15])[c:12]2[cH:13][cH:14]1.[CH3:52][OH:53].[Cl:47][CH2:48][Cl:49].[Na+:51]>>[C:1]([CH3:2])([CH3:3])([CH3:4])[c:5]1[cH:6][c:7]2[cH:8][n:9][n:10](-[c:16]3[c:17]([CH2:18][OH:19])[c:20](-[c:24]4[cH:25][n:26]([CH3:46])[c:27](=[O:45])[c:28]([NH:30][c:31]5[n:32][cH:33][c:34]([C:37](=[O:38])[N:39]6[CH2:40][CH2:41][O:42][CH2:43][CH2:44]6)[cH:35][cH:36]5)[cH:29]4)[cH:21][cH:22][cH:23]3)[c:11](=[O:15])[c:12]2[cH:13][cH:14]1. Reactants: ClC1=CC(=C(OCC(=O)N2[C@H](CN([C@@H](C2)C)CC2=CC=C(C=C2)F)C)C=C1)C(=O)O ((trans)-1-((4-chloro-2-carboxyphenoxy)methyl)carbonyl-2,5-dimethyl-4-(4-fluorobenzyl)piperazine), ClC(=O)OCC(C)C (isobutyl chloroformate), CN1CCOCC1 (N-methylmorpholine), CN (methylamine), O1CCCC1 (tetrahydrofuran). Conditions: temperature 0 celsius, time 20 minute. The product is ClC1=CC(=C(OCC(=O)N2[C@H](CN([C@@H](C2)C)CC2=CC=C(C=C2)F)C)C=C1)C(=O)NC ((trans)-1-((4-chloro-2-(methylaminocarbonyl)phenoxy)methyl)carbonyl-2,5-dimethyl-4-(4-fluorobenzyl)piperazine). Isolated yield 84.8%. As a reaction SMILES: [Cl:1][C:2]1[CH:27]=[CH:26][C:5]([O:6][CH2:7][C:8]([N:10]2[CH2:15][C@@H:14]([CH3:16])[N:13]([CH2:17][C:18]3[CH:23]=[CH:22][C:21]([F:24])=[CH:20][CH:19]=3)[CH2:12][C@@H:11]2[CH3:25])=[O:9])=[C:4]([C:28]([OH:30])=O)[CH:3]=1.ClC(OCC(C)C)=O.[CH3:39][N:40]1CCOCC1.CN.O1CCCC1>>[Cl:1][C:2]1[CH:27]=[CH:26][C:5]([O:6][CH2:7][C:8]([N:10]2[CH2:15][C@@H:14]([CH3:16])[N:13]([CH2:17][C:18]3[CH:23]=[CH:22][C:21]([F:24])=[CH:20][CH:19]=3)[CH2:12][C@@H:11]2[CH3:25])=[O:9])=[C:4]([C:28]([NH:40][CH3:39])=[O:30])[CH:3]=1. Procedure: To a solution of (trans)-1-((4-chloro-2-carboxyphenoxy)methyl)carbonyl-2,5-dimethyl-4-(4-fluorobenzyl)piperazine (0.217 g, 0.50 mmol) in a solution of tetrahydroduran (5 mL) at 0° C. was added isobutyl chloroformate (0.075 g, 0.55 mmol) and N-methylmorpholine (0.0556 g, 0.55 mmol). The resulting mixture was stirred at 0° C. for 20 min, resulting in formation of a white precipitate. A solution of methylamine in tetrahydrofuran (0.25 mL, 2.0 M, 0.50 mmol) was then added and the mixture stirred for... Starting materials: S(C)C (SMe2), B1(N2CCC[C@@H]2C(O1)(C3=CC=CC=C3)C4=CC=CC=C4)C ((R)-2-methyl-CBS-oxazaborolidine), FC(C(=O)N1CC2=CC3=C(C=C2CC1)C(CCC3)=O)(F)F (2-(2,2,2-trifluoroacetyl)-1,2,3,4,8,9-hexahydrobenzo[g]-isoquinolin-6(7H)-one). Run in C1CCOC1 (THF), C1(=CC=CC=C1)C (toluene). Run at time 2 hour. Yields the product FC(C(=O)N1CC2=CC3=C(C=C2CC1)[C@H](CCC3)O)(F)F ((S)-2,2,2-trifluoro-1-(6-hydroxy-3,4,6,7,8,9-hexahydrobenzo[g]isoquinolin-2(1H)-yl)ethanone). RXN SMILES: B1(C)OC(C2C=CC=CC=2)(C2C=CC=CC=2)[C@@H]2N1CCC2.S(C)C.[F:25][C:26]([F:45])([F:44])[C:27]([N:29]1[CH2:38][CH2:37][C:36]2[C:31](=[CH:32][C:33]3[CH2:42][CH2:41][CH2:40][C:39](=[O:43])[C:34]=3[CH:35]=2)[CH2:30]1)=[O:28]>C1(C)C=CC=CC=1.C1COCC1>[F:45][C:26]([F:25])([F:44])[C:27]([N:29]1[CH2:38][CH2:37][C:36]2[C:31](=[CH:32][C:33]3[CH2:42][CH2:41][CH2:40][C@H:39]([OH:43])[C:34]=3[CH:35]=2)[CH2:30]1)=[O:28]. Procedure details: To a solution of (R)-2-methyl-CBS-oxazaborolidine (1M solution in toluene, 0.56 mL, 0.56 mmol) in 15 mL of toluene at −10° C. was added BH3.SMe2 (1.27 mL, 13.38 mmol). To this stirred solution was then added 2-(2,2,2-trifluoroacetyl)-1,2,3,4,8,9-hexahydrobenzo[g]-isoquinolin-6(7H)-one(3.31 g, 11.15 mmol)in 5 mL of dry THF dropwise while keeping the temperature around −10° C. After stirring at room temperature for 2 h, the reaction mixture was cooled down to −10° C. and was quenched with 6 mL of ... The reactants are C(C1=CC=CC=C1)N1CC(C1)CCl (1-benzyl-3-chloromethyl azetidine), C(C)(=O)[O-].[Na+] (sodium acetate). Solvent: CN(C=O)C (dimethylformamide). Run at time 2.25 hour. Product: C(C1=CC=CC=C1)N1CC(C1)COC(C)=O (1-benzyl-3-(acetoxymethyl)-azetidine). As a reaction SMILES: [CH2:1]([N:8]1[CH2:11][CH:10]([CH2:12]Cl)[CH2:9]1)[C:2]1[CH:7]=[CH:6][CH:5]=[CH:4][CH:3]=1.[C:14]([O-:17])(=[O:16])[CH3:15].[Na+]>CN(C)C=O>[CH2:1]([N:8]1[CH2:11][CH:10]([CH2:12][O:17][C:14](=[O:16])[CH3:15])[CH2:9]1)[C:2]1[CH:7]=[CH:6][CH:5]=[CH:4][CH:3]=1 |f:1.2|. Procedure: 195.5 g of 1 was added, drop-by-drop over 45 minutes, to a stirred mixture of 164 g of anhydrous sodium acetate and 1.8 liters of dimethylformamide, at 130° C. The mixture was held at 130° C. for an additional 2.25 hours, then most of the solvent was evaporated under reduced pressure and the cooled residue and treated with sufficient of an ice/water mixture to dissolve the salts therein. The resulting mixture was extracted with ether, the extract was washed with water, and the solvent was evapor... The product is COC1=CC=C(CC=2OC3=C(C2C)C(C(=C(C3=O)C)C)=O)C=C1 (2-(4-Methoxybenzyl)-3,5,6-trimethyl-4,7-benzofurandione). Procedure details: A solution of 7-hydroxy-2-(-4-methoxybenzyl)-3,5,6-trimethylbenzofuran from Step 4 (8.6 g, 29 mmol) in acetone (1.5 L) was added rapidly to a solution of potassium nitrosodisulfonate (Fremy's salt) (25 g, 93 mmol) in 0.055 M KH2PO4 buffer (1.5 L) at room temperature. The reaction was slowly heated to 45° C. over a period of 2 hr. The reaction was then cooled and the quinone was extracted with EtOAc (2x, 500 mL). Evaporation of the organic solvent gave a solid residue which was crystallized and r... Reactants: OC1=C(C(=CC=2C(=C(OC21)CC2=CC=C(C=C2)OC)C)C)C (7-Hydroxy-2-(4-methoxybenzyl)-3,5,6-trimethylbenzofuran), N([O])(S(=O)(=O)[O-])S(=O)(=O)[O-].[K+].[K+] (potassium nitrosodisulfonate). Conditions: temperature 45 celsius. Run in CC(=O)C (acetone), OP(=O)(O)[O-].[K+] (KH2PO4). RXN SMILES: [OH:1][C:2]1[C:10]2[O:9][C:8]([CH2:11][C:12]3[CH:17]=[CH:16][C:15]([O:18][CH3:19])=[CH:14][CH:13]=3)=[C:7]([CH3:20])[C:6]=2[CH:5]=[C:4]([CH3:21])[C:3]=1[CH3:22].N(S([O-])(=O)=O)(S([O-])(=O)=[O:26])[O].[K+].[K+]>CC(C)=O.OP([O-])(O)=O.[K+]>[CH3:19][O:18][C:15]1[CH:16]=[CH:17][C:12]([CH2:11][C:8]2[O:9][C:10]3[C:2](=[O:1])[C:3]([CH3:22])=[C:4]([CH3:21])[C:5](=[O:26])[C:6]=3[C:7]=2[CH3:20])=[CH:13][CH:14]=1 |f:1.2.3,5.6,^1:31|.